describe an organic reaction: reactants, conditions, products, and yield From a dataset of the Open Reaction Database (ORD), a public repository of structured organic reaction records. The reactants are N1C=NC2=C1C=CC(=C2)N (1H-benzimidazol-5-amine), ClC1=NC(=CN=C1)Cl (2,6-dichloropyrazine), C([O-])([O-])=O.[Cs+].[Cs+] (cesium carbonate). The solvent is CN(C)C=O (DMF), ClCCl.CO (dichloromethane methanol). Yields the product ClC1=CN=CC(=N1)N1C=NC2=C1C=C(C=C2)N (1-(6-chloropyrazin-2-yl)-1H-benzimidazol-6-amine). The yield is 27.0%. As a reaction SMILES: [NH:1]1[C:5]2[CH:6]=[CH:7][C:8]([NH2:10])=[CH:9][C:4]=2[N:3]=[CH:2]1.[Cl:11][C:12]1[CH:17]=[N:16][CH:15]=[C:14](Cl)[N:13]=1.C(=O)([O-])[O-].[Cs+].[Cs+]>CN(C=O)C.ClCCl.CO>[Cl:11][C:12]1[N:13]=[C:14]([N:3]2[C:4]3[CH:9]=[C:8]([NH2:10])[CH:7]=[CH:6][C:5]=3[N:1]=[CH:2]2)[CH:15]=[N:16][CH:17]=1 |f:2.3.4,6.7|. Procedure details: A mixture of 1H-benzimidazol-5-amine (0.8 g, 6 mmol), 2,6-dichloropyrazine (0.9 g, 6.0 mmol) and cesium carbonate (2.73 g, 8.4 mmol) in DMF (6 mL) was heated under N2 for 6 h. Upon cooling to RT the mixture was diluted with dichloromethane-methanol (6:1, 30 mL) and filtered and the filtrate concentrated in vacuo. The residue was chromatographed using CH2Cl2-MeOH (98:2-94:6) to give from the less polar fractions 1-(6-chloropyrazin-2-yl)-1H-benzimidazol-6-amine (398 mg): Yields the product CS(=O)(=O)c1ccc(-n2cc(CN=[N+]=[N-])nc2-c2ccc(Cl)cc2)cc1. The reactants are CN(C)C=O, CS(=O)(=O)c1ccc(-n2cc(CCl)nc2-c2ccc(Cl)cc2)cc1, [N-]=[N+]=[N-], [Na+]. RXN SMILES: [CH3:29][N:30]([CH3:31])[CH:32]=[O:33].[Cl:1][CH2:2][c:3]1[n:4][c:5](-[c:18]2[cH:19][cH:20][c:21]([Cl:24])[cH:22][cH:23]2)[n:6](-[c:8]2[cH:9][cH:10][c:11]([S:14](=[O:15])(=[O:16])[CH3:17])[cH:12][cH:13]2)[cH:7]1.[N-:26]=[N+:27]=[N-:28].[Na+:25]>>[CH2:2]([c:3]1[n:4][c:5](-[c:18]2[cH:19][cH:20][c:21]([Cl:24])[cH:22][cH:23]2)[n:6](-[c:8]2[cH:9][cH:10][c:11]([S:14](=[O:15])(=[O:16])[CH3:17])[cH:12][cH:13]2)[cH:7]1)[N:26]=[N+:27]=[N-:28]. Reactants: BrC1=CC=C(CBr)C=C1 (4-Bromobenzyl bromide), C(C)(C)C1CNCCO1 (2-Isopropyl-morpholine), C([O-])([O-])=O.[K+].[K+] (potassium carbonate). The solvent is C(C)#N (acetonitrile). Run at time 8 hour. The product is BrC1=CC=C(CN2CC(OCC2)C(C)C)C=C1 (4-(4-Bromo-benzyl)-2-isopropyl-morpholine). Reaction SMILES: [Br:1][C:2]1[CH:9]=[CH:8][C:5]([CH2:6]Br)=[CH:4][CH:3]=1.[CH:10]([CH:13]1[O:18][CH2:17][CH2:16][NH:15][CH2:14]1)([CH3:12])[CH3:11].C(=O)([O-])[O-].[K+].[K+]>C(#N)C>[Br:1][C:2]1[CH:9]=[CH:8][C:5]([CH2:6][N:15]2[CH2:16][CH2:17][O:18][CH:13]([CH:10]([CH3:12])[CH3:11])[CH2:14]2)=[CH:4][CH:3]=1 |f:2.3.4|. Procedure details: The above compound could be made in the following manner: 1.5 eq. of 4-Bromobenzyl bromide and 1 eq. of 2-Isopropyl-morpholine in acetonitrile could be stirred at room temperature and 3 eq. of potassium carbonate could be added. The reaction could be stirred at room temperature overnight. The solution could be filtered through Celite and concentrated in vacuo to afford a brown solid. Purification could be done by flash chromatography to afford product. Reactants: II (iodine), FC(C=1C=CC(=NC1)NC(C(C)(C)C)=O)(F)F (N-(5-(trifluoromethyl)pyridin-2-yl)pivalamide), CN(C)CCN(C)C (TMEDA), [Li]CCCC (n-BuLi). Solvent: C1CCOC1 (THF), C1CCOC1 (THF). Run at temperature -75 celsius, time 2 hour. Yields the product IC=1C(=NC=C(C1)C(F)(F)F)NC(C(C)(C)C)=O (N-(3-iodo-5-(trifluoromethyl)pyridin-2-yl)pivalamide). RXN SMILES: [F:1][C:2]([F:17])([F:16])[C:3]1[CH:4]=[CH:5][C:6]([NH:9][C:10](=[O:15])[C:11]([CH3:14])([CH3:13])[CH3:12])=[N:7][CH:8]=1.CN(CCN(C)C)C.[Li]CCCC.[I:31]I>C1COCC1>[I:31][C:5]1[C:6]([NH:9][C:10](=[O:15])[C:11]([CH3:12])([CH3:13])[CH3:14])=[N:7][CH:8]=[C:3]([C:2]([F:16])([F:1])[F:17])[CH:4]=1. Procedure: N-(5-(trifluoromethyl)pyridin-2-yl)pivalamide (22 g, 89.4 mmole) and TMEDA (33.3 ml, 223.4 mmole) were dissolved in THF (400 ml) under nitrogen and n-BuLi (139.6 ml, 223.4 mmole; 1.6 M solution in n-hexane) was added dropwise at −75° C. The mixture was stirred for 2 hours at −75° C. While maintaining this temperature a solution of iodine (56.7 g, 223.4 mmole) in THF (280 ml) was added dropwise and the reaction mixture was stirred for 2 hours. The reaction mixture was heated to 0° C. and quenched... Starting materials: COc1ccc2cc3c(Br)nn(CCN(C)C)c3nc2c1, ClCCl, CC(Cl)OC(=O)Cl. The product is CNCCn1nc(Br)c2cc3ccc(OC)cc3nc21. RXN SMILES: [Br:1][c:2]1[n:3][n:4]([CH2:17][CH2:18][N:19]([CH3:20])[CH3:21])[c:5]2[n:6][c:7]3[cH:8][c:9]([O:15][CH3:16])[cH:10][cH:11][c:12]3[cH:13][c:14]12.[CH2:29]([Cl:30])[Cl:31].[Cl:22][C:23]([O:24][CH:25]([Cl:26])[CH3:27])=[O:28]>>[Br:1][c:2]1[n:3][n:4]([CH2:17][CH2:18][NH:19][CH3:20])[c:5]2[n:6][c:7]3[cH:8][c:9]([O:15][CH3:16])[cH:10][cH:11][c:12]3[cH:13][c:14]12.